This data is from the Open Reaction Database (ORD), a public repository of structured organic reaction records. The task is: describe an organic reaction: reactants, conditions, products, and yield Starting materials: O=[N+]([O-])c1ccc(F)cc1, [H-], [Na+], CN(C)C=O, O, O=C1NC(=O)c2cc(O)ccc21. Product: O=C1NC(=O)c2cc(Oc3ccc([N+](=O)[O-])cc3)ccc21. As a reaction SMILES: [F:15][c:16]1[cH:17][cH:18][c:19]([N+:22](=[O:23])[O-:24])[cH:20][cH:21]1.[H-:2].[Na+:1].[O:25]=[CH:26][N:27]([CH3:28])[CH3:29].[OH2:30].[OH:3][c:4]1[cH:5][c:6]2[c:10]([cH:11][cH:12]1)[C:9](=[O:13])[NH:8][C:7]2=[O:14]>>[O:3]([c:4]1[cH:5][c:6]2[c:10]([cH:11][cH:12]1)[C:9](=[O:13])[NH:8][C:7]2=[O:14])[c:16]1[cH:17][cH:18][c:19]([N+:22](=[O:23])[O-:24])[cH:20][cH:21]1. Starting materials: C1(=CC=C(C=C1)S(=O)(=O)[O-])C.[NH+]1=CC=CC=C1 (pyridinium p-toluenesulfonate), O1C(CCCC1)OCC#CCOC1=CC=CC=C1 (4-phenoxy-but-2-yn-1-ol tetrahydropyranyl ether). Solvent: C(C)O (ethanol). Reaction conditions: temperature 55 celsius, time 2 hour. Yields the product O(C1=CC=CC=C1)CC#CCO (4-phenoxy-but-2-yn-1-ol). Reaction SMILES: C1(C)C=CC(S([O-])(=O)=O)=CC=1.[NH+]1C=CC=CC=1.O1CCCCC1[O:24][CH2:25][C:26]#[C:27][CH2:28][O:29][C:30]1[CH:35]=[CH:34][CH:33]=[CH:32][CH:31]=1>C(O)C>[O:29]([CH2:28][C:27]#[C:26][CH2:25][OH:24])[C:30]1[CH:35]=[CH:34][CH:33]=[CH:32][CH:31]=1 |f:0.1|. Procedure: 1.02 g (0.004 mol) of pyridinium p-toluenesulfonate was added to a solution of 2 g of 4-phenoxy-but-2-yn-1-ol tetrahydropyranyl ether in 20 ml of 96% ethanol. The reaction mixture was stirred for 2 hours at 55° C.; the solvent was then removed in vacuo and the residue diluted with 20 ml of water and extracted with methylene chloride (3×20 ml). The combined extracts were dried over sodium sulfate and the solvent evaporated in vacuo. The residue was purified by column chromatography on 30 g of sil... The reactants are CC(C)(C)OC(=O)c1c(N)sc2c1CC(C(=O)O)OC2, CCN=C=NCCCN(C)C, ClCCl, Cl, Nc1ccccc1, Cc1cccc(C)n1. Yields the product CC(C)(C)OC(=O)c1c(N)sc2c1CC(C(=O)Nc1ccccc1)OC2. RXN SMILES: [C:1]([CH3:2])([CH3:3])([CH3:4])[O:5][C:6](=[O:7])[c:8]1[c:9]([NH2:20])[s:10][c:11]2[c:16]1[CH2:15][CH:14]([C:17](=[O:18])[OH:19])[O:13][CH2:12]2.[CH3:22][N:23]([CH3:24])[CH2:25][CH2:26][CH2:27][N:28]=[C:29]=[N:30][CH2:31][CH3:32].[Cl:48][CH2:49][Cl:50].[ClH:21].[NH2:33][c:34]1[cH:35][cH:36][cH:37][cH:38][cH:39]1.[n:40]1[c:41]([CH3:42])[cH:43][cH:44][cH:45][c:46]1[CH3:47]>>[C:1]([CH3:2])([CH3:3])([CH3:4])[O:5][C:6](=[O:7])[c:8]1[c:9]([NH2:20])[s:10][c:11]2[c:16]1[CH2:15][CH:14]([C:17](=[O:19])[NH:33][c:34]1[cH:35][cH:36][cH:37][cH:38][cH:39]1)[O:13][CH2:12]2. Reactants: N1=CC=CC=C1 (pyridine), C(C)OCC (diethyl ether), BrC1=C(N)C(=CC(=C1)F)F (2-Bromo-4,6-difluoroaniline), C(C(C)(C)C)(=O)Cl (pivaloyl chloride). The reagents and catalysts are CN(C1=CC=NC=C1)C (4-Dimethylaminopyridine). Solvent: ClCCl (dichloromethane). Reaction conditions: time 5 hour. Yields the product BrC1=C(C(=CC(=C1)F)F)NC(C(C)(C)C)=O (N-(2-Bromo-4,6-Difluorophenyl) Pivalamide). The yield is 91.7%. RXN SMILES: [Br:1][C:2]1[CH:8]=[C:7]([F:9])[CH:6]=[C:5]([F:10])[C:3]=1[NH2:4].N1C=CC=CC=1.[C:17](Cl)(=[O:22])[C:18]([CH3:21])([CH3:20])[CH3:19].C(OCC)C>ClCCl.CN(C)C1C=CN=CC=1>[Br:1][C:2]1[CH:8]=[C:7]([F:9])[CH:6]=[C:5]([F:10])[C:3]=1[NH:4][C:17](=[O:22])[C:18]([CH3:21])([CH3:20])[CH3:19]. Reported procedure: 2-Bromo-4,6-difluoroaniline (10.4 g, Aldrich) was dissolved in dichloromethane (75 ml) and treated with pyridine (4.63 g) in an ice bath. 4-Dimethylaminopyridine (0.61 g) was then added and the mixture was allowed to warn to room temperature. After dropwise addition of pivaloyl chloride (7.23 g, BDH), the reaction was stirred for 5 hours. On completion, the mixture was added to diethyl ether (250 ml), washed twice with 2M HCI (250 ml) and the resulting organic layer was treated with saturated Na... Starting materials: Cc1ccc(C(=O)NC2CC2)cc1-n1ccnc(NC2(c3ccccc3O)CC2)c1=O, O=[N+]([O-])c1cccc(S(=O)(=O)OCC2CO2)c1. Yields the product Cc1ccc(C(=O)NC2CC2)cc1-n1ccnc(NC2(c3ccccc3OCC3CO3)CC2)c1=O. As a reaction SMILES: [CH:1]1([NH:4][C:5]([c:6]2[cH:7][c:8](-[n:13]3[c:14](=[O:30])[c:15]([NH:19][C:20]4([c:23]5[c:24]([OH:29])[cH:25][cH:26][cH:27][cH:28]5)[CH2:21][CH2:22]4)[n:16][cH:17][cH:18]3)[c:9]([CH3:12])[cH:10][cH:11]2)=[O:31])[CH2:2][CH2:3]1.[N+:32]([c:33]1[cH:34][c:35]([S:36]([O:37][CH2:45][CH:46]2[O:47][CH2:48]2)(=[O:38])=[O:39])[cH:40][cH:41][cH:42]1)([O-:43])=[O:44]>>[CH:1]1([NH:4][C:5]([c:6]2[cH:7][c:8](-[n:13]3[c:14](=[O:30])[c:15]([NH:19][C:20]4([c:23]5[c:24]([O:29][CH2:45][CH:46]6[O:47][CH2:48]6)[cH:25][cH:26][cH:27][cH:28]5)[CH2:21][CH2:22]4)[n:16][cH:17][cH:18]3)[c:9]([CH3:12])[cH:10][cH:11]2)=[O:31])[CH2:2][CH2:3]1. Starting materials: C(C)(C)(C)OC(NC=1OCC[C@@](N1)(C)C1=C(C=CC(=C1)N)F)=O ([(S)-4-(5-amino-2-fluoro-phenyl)-4-methyl-5,6-dihydro-4H-[1,3]oxazin-2-yl]-carbamic acid tert-butyl ester), F1, S1C2=C(C=C1C(=O)O)C=CC=C2 (benzo[b]thiophene-2-carboxylic acid). Product: NC=1OCC[C@@](N1)(C)C=1C=C(C=CC1F)NC(=O)C1=CC2=C(S1)C=CC=C2 (Benzo[b]thiophene-2-carboxylic acid [3-((S)-2-amino-4-methyl-5,6-dihydro-4H-[1,3]oxazin-4-yl)-4-fluoro-phenyl]-amide). Reaction SMILES: C(OC(=O)[NH:7][C:8]1[O:9][CH2:10][CH2:11][C@:12]([C:15]2[CH:20]=[C:19]([NH2:21])[CH:18]=[CH:17][C:16]=2[F:22])([CH3:14])[N:13]=1)(C)(C)C.[S:24]1[C:28]([C:29](O)=[O:30])=[CH:27][C:26]2[CH:32]=[CH:33][CH:34]=[CH:35][C:25]1=2>>[NH2:7][C:8]1[O:9][CH2:10][CH2:11][C@:12]([C:15]2[CH:20]=[C:19]([NH:21][C:29]([C:28]3[S:24][C:25]4[CH:35]=[CH:34][CH:33]=[CH:32][C:26]=4[CH:27]=3)=[O:30])[CH:18]=[CH:17][C:16]=2[F:22])([CH3:14])[N:13]=1. Procedure: The coupling of [(S)-4-(5-amino-2-fluoro-phenyl)-4-methyl-5,6-dihydro-4H-[1,3]oxazin-2-yl]-carbamic acid tert-butyl ester from experiment F1 (R3=Me) and benzo[b]thiophene-2-carboxylic acid followed by deprotection using procedure H yielded the title compound.